From a dataset of the Open Reaction Database (ORD), a public repository of structured organic reaction records. describe an organic reaction: reactants, conditions, products, and yield Starting materials: CN1C[C@@H](C[C@@H]2C=3C=CC=C4NC=C(C[C@@H]12)C34)CNCCC(=O)OC (6-methyl-8β-[N-(2-methoxycarbonylethyl)-aminomethyl]-ergoline), CN=C=O (methyl isocyanate). Run in N1=CC=CC=C1 (pyridine). Conditions: temperature 60 celsius. The product is CN1C[C@@H](C[C@@H]2C=3C=CC=C4NC=C(C[C@@H]12)C34)CN(C(NC)=O)CCC(=O)OC (6-Methyl-8β-[N-(2-methoxycarbonylethyl)-N-methylcarbamoyl-aminomethyl]-ergoline). As a reaction SMILES: [CH3:1][N:2]1[C@H:16]2[C@@H:6]([C:7]3[CH:8]=[CH:9][CH:10]=[C:11]4[C:17]=3[C:14]([CH2:15]2)=[CH:13][NH:12]4)[CH2:5][C@@H:4]([CH2:18][NH:19][CH2:20][CH2:21][C:22]([O:24][CH3:25])=[O:23])[CH2:3]1.[CH3:26][N:27]=[C:28]=[O:29]>N1C=CC=CC=1>[CH3:1][N:2]1[C@H:16]2[C@@H:6]([C:7]3[CH:8]=[CH:9][CH:10]=[C:11]4[C:17]=3[C:14]([CH2:15]2)=[CH:13][NH:12]4)[CH2:5][C@@H:4]([CH2:18][N:19]([CH2:20][CH2:21][C:22]([O:24][CH3:25])=[O:23])[C:28](=[O:29])[NH:27][CH3:26])[CH2:3]1. Procedure: A mixture of 8.5 g of 6-methyl-8β-[N-(2-methoxycarbonylethyl)-aminomethyl]-ergoline (prepared as described in Example 1) and 2.95 ml of methyl isocyanate in 100 ml of pyridine was heated at 60° C. for one hour. After evaporating off the solvent, the residue was crystallized from methanol to give 8.5 of the title compound, m.p. 140°-142° C. Starting materials: COc1cccc(C(=O)c2n[nH]c3c(C(F)(F)F)cccc23)c1, [H-], CCCI, [Na+], CN(C)C=O. Product: CCCn1nc(C(=O)c2cccc(OC)c2)c2cccc(C(F)(F)F)c21. RXN SMILES: [CH3:1][O:2][c:3]1[cH:4][c:5]([C:9](=[O:10])[c:11]2[n:12][nH:13][c:14]3[c:15]([C:20]([F:21])([F:22])[F:23])[cH:16][cH:17][cH:18][c:19]23)[cH:6][cH:7][cH:8]1.[H-:24].[I:26][CH2:27][CH2:28][CH3:29].[Na+:25].[O:30]=[CH:31][N:32]([CH3:33])[CH3:34]>>[CH3:1][O:2][c:3]1[cH:4][c:5]([C:9](=[O:10])[c:11]2[n:12][n:13]([CH2:27][CH2:28][CH3:29])[c:14]3[c:15]([C:20]([F:21])([F:22])[F:23])[cH:16][cH:17][cH:18][c:19]23)[cH:6][cH:7][cH:8]1. Starting materials: C(C=C)C=1C(=NOC1C1=CC=CC=C1)O (4-Allyl-3-hydroxy-5-phenylisoxazole), C(C)(C)(C)OC(=O)NCCO (2-(N-tert-butoxycarbonylamino)ethanol). Product: C(C=C)C=1C(=NOC1C1=CC=CC=C1)OCCNC(=O)OC(C)(C)C (4-Allyl-3-(2-(N-tert-butoxycarbonylamino)ethoxy)-5-phenylisoxazole). The yield is 91.7%. Reaction SMILES: [CH2:1]([C:4]1[C:5]([OH:15])=[N:6][O:7][C:8]=1[C:9]1[CH:14]=[CH:13][CH:12]=[CH:11][CH:10]=1)[CH:2]=[CH2:3].[C:16]([O:20][C:21]([NH:23][CH2:24][CH2:25]O)=[O:22])([CH3:19])([CH3:18])[CH3:17]>>[CH2:1]([C:4]1[C:5]([O:15][CH2:25][CH2:24][NH:23][C:21]([O:20][C:16]([CH3:19])([CH3:18])[CH3:17])=[O:22])=[N:6][O:7][C:8]=1[C:9]1[CH:10]=[CH:11][CH:12]=[CH:13][CH:14]=1)[CH:2]=[CH2:3]. Procedure: 4-Allyl-3-hydroxy-5-phenylisoxazole (1.00 g) and 2-(N-tert-butoxycarbonylamino)ethanol (0.96 g) were subjected to reaction and post-treatment in a similar manner to that described in Example 1(a) to obtain the title compound (1.57 g, 91%) as colorless crystals. The reactants are FC1=CC=C2C(=CN(C2=C1)S(=O)(=O)C1=CC=CC=C1)C=1C=NN(C1)C1=CC=NC=C1 (6-fluoro-1-(phenylsulfonyl)-3-(1-(pyridin-4-yl)-1H-pyrazol-4-yl)-1H-indole), CC1(OB(OC1(C)C)C=1C=NN(C1)C1=NC=CC=C1)C (2-(4-(4,4,5,5-tetramethyl-1,3,2-dioxaborolan-2-yl)-1H-pyrazol-1-yl)pyridine), CC1(OB(OC1(C)C)C=1C=NN(C1)C1=NC=CC=C1)C (2-(4-(4,4,5,5-tetramethyl-1,3,2-dioxaborolan-2-yl)-1H-pyrazol-1-yl)pyridine). Product: FC1=CC=C2C(=CN(C2=C1)S(=O)(=O)C1=CC=CC=C1)C=1C=NN(C1)C1=NC=CC=C1 (6-fluoro-1-(phenylsulfonyl)-3-(1-(pyridin-2-yl)-1H-pyrazol-4-yl)-1H-indole). Isolated yield 62.0%. As a reaction SMILES: [F:1][C:2]1[CH:10]=[C:9]2[C:5]([C:6]([C:20]3[CH:21]=[N:22][N:23](C4C=CN=CC=4)[CH:24]=3)=[CH:7][N:8]2[S:11]([C:14]2[CH:19]=[CH:18][CH:17]=[CH:16][CH:15]=2)(=[O:13])=[O:12])=[CH:4][CH:3]=1.CC1(C)C(C)(C)OB(C2C=NN([C:44]3[CH:49]=[CH:48][CH:47]=[CH:46][N:45]=3)C=2)O1>>[F:1][C:2]1[CH:10]=[C:9]2[C:5]([C:6]([C:20]3[CH:21]=[N:22][N:23]([C:44]4[CH:49]=[CH:48][CH:47]=[CH:46][N:45]=4)[CH:24]=3)=[CH:7][N:8]2[S:11]([C:14]2[CH:19]=[CH:18][CH:17]=[CH:16][CH:15]=2)(=[O:12])=[O:13])=[CH:4][CH:3]=1. Procedure: Following the general method as outlined in Intermediate 10, starting from 2-(4-(4,4,5,5-tetramethyl-1,3,2-dioxaborolan-2-yl)-1H-pyrazol-1-yl)pyridine (Intermediate 14; 485 mg; 1.80 mmol), 234 mg (62%) of the title compound was obtained as a yellow solid after purification by a silica gel chromatography (petroleum ether/EtOAc=1/1). Reactants: CC(C(CCC=1C=NC=CC1)=O)(C)C (4,4-dimethyl-1-pyridin-3-yl-pentan-3-one), BrBr (bromine). The solvent is Br (hydrobromic acid). Product: BrC(CC=1C=NC=CC1)C(C(C)(C)C)=O (2-bromo-4,4-dimethyl-1-pyridin-3-yl-pentan-3-one). Isolated yield 100.9%. As a reaction SMILES: [CH3:1][C:2]([CH3:14])([CH3:13])[C:3](=[O:12])[CH2:4][CH2:5][C:6]1[CH:7]=[N:8][CH:9]=[CH:10][CH:11]=1.[Br:15]Br>Br>[Br:15][CH:4]([C:3](=[O:12])[C:2]([CH3:14])([CH3:13])[CH3:1])[CH2:5][C:6]1[CH:7]=[N:8][CH:9]=[CH:10][CH:11]=1. Procedure: 320.5 g (1.676 mol) of 4,4-dimethyl-1-pyridin-3-yl-pentan-3-one were dissolved in 320 ml of aqueous 48% strength hydrobromic acid, and 267.8 g (85.3 ml; 1.65 mol) of bromine were added dropwise at 80° to 95° C. in the course of 2 hours. When the addition had ended, the solution was cooled and concentrated. The solid which remained was comminuted well, stirred with about 1.5 liters of ethanol, filtered off, washed with ethanol and dried. 450 g (78% of theory) of 2-bromo-4,4-dimethyl-1-pyridin-3-y... Reaction SMILES: [CH2:1]([C:10]1[C:15]([OH:16])=[CH:14][CH:13]=[C:12]([CH3:17])[CH:11]=1)[C:2]1[C:7]([OH:8])=[CH:6][CH:5]=[C:4]([CH3:9])[CH:3]=1.Cl[CH:19](Cl)[C:20]([OH:22])=[O:21].C(=O)([O-])[O-].[K+].[K+]>C(O)(C)C>[CH3:17][C:12]1[CH:13]=[CH:14][C:15]2[O:16][CH:19]([C:20]([OH:22])=[O:21])[O:8][C:7]3[CH:6]=[CH:5][C:4]([CH3:9])=[CH:3][C:2]=3[CH2:1][C:10]=2[CH:11]=1 |f:2.3.4|. Procedure: A mixture of 27.4 g (0.120 mole) of 2,2'-methylene bis-p-cresol, 15.5 g (0.120 mole) of dichloroacetic acid, 66.5 g (0.480 mole) of potassium carbonate and 500 ml of isopropyl alcohol was refluxed for 24 hours with vigorous stirring after which 15.5 g. (0.120 mole) of dichloroacetic acid was added and the mixture was refluxed with stirring for 64 hours. The isopropyl alcohol was removed by distillation and replaced with 500 ml of water. The precipitate was collected, washed with 2% aqueous potas... The product is CC1=CC2=C(OC(OC3=C(C2)C=C(C=C3)C)C(=O)O)C=C1 (2,10-dimethyl-12H-dibenzo[d,g][1,3]dioxocin-6-carboxylic acid). Solvent: C(C)(C)O (isopropyl alcohol). Reactants: ClC(C(=O)O)Cl (dichloroacetic acid), C(C1=CC(=CC=C1O)C)C1=CC(=CC=C1O)C (2,2'-methylene bis-p-cresol), ClC(C(=O)O)Cl (dichloroacetic acid), C([O-])([O-])=O.[K+].[K+] (potassium carbonate). As a reaction SMILES: C[O:2][C:3](=[O:35])[C@@H:4]([N:11]1[C:20](=[O:21])[C:19]2[C:14](=[CH:15][CH:16]=[CH:17][CH:18]=2)[N:13]([CH2:22][C:23]2[C:31]3[C:26](=[CH:27][CH:28]=[CH:29][C:30]=3[CH3:32])[N:25]([CH3:33])[CH:24]=2)[C:12]1=[O:34])[C:5]1[CH:10]=[CH:9][CH:8]=[CH:7][CH:6]=1>O1CCOCC1.O>[CH3:33][N:25]1[C:26]2[C:31](=[C:30]([CH3:32])[CH:29]=[CH:28][CH:27]=2)[C:23]([CH2:22][N:13]2[C:14]3[C:19](=[CH:18][CH:17]=[CH:16][CH:15]=3)[C:20](=[O:21])[N:11]([C@@H:4]([C:5]3[CH:6]=[CH:7][CH:8]=[CH:9][CH:10]=3)[C:3]([OH:35])=[O:2])[C:12]2=[O:34])=[CH:24]1. Solvent: O1CCOCC1 (dioxane), O (H2O). The product is CN1C=C(C2=C(C=CC=C12)C)CN1C(N(C(C2=CC=CC=C12)=O)[C@H](C(=O)O)C1=CC=CC=C1)=O ((S)-[1-(1,4-Dimethyl-1H-indol-3-ylmethyl)-2,4-dioxo-1,4-dihydro-2H-quinazolin-3-yl]-phenyl-acetic acid). Run at temperature 60 celsius, time 4 hour. Starting materials: COC([C@H](C1=CC=CC=C1)N1C(N(C2=CC=CC=C2C1=O)CC1=CN(C2=CC=CC(=C12)C)C)=O)=O ((S)-[1-(1,4-dimethyl-1H-indol-3-ylmethyl)-2,4-dioxo-1,4-dihydro-2H-quinazolin-3-yl]-phenyl-acetic acid methyl ester), LiOH monohydrate. Procedure details: To a solution of (S)-[1-(1,4-dimethyl-1H-indol-3-ylmethyl)-2,4-dioxo-1,4-dihydro-2H-quinazolin-3-yl]-phenyl-acetic acid methyl ester (100 mg, 0.21 mmol) in dioxane (2.5 ml) is added a solution of LiOH monohydrate (25 mg, 0.60 mmol) in H2O (2.5 mL). The solution is stirred at 60° C. for 4 hours. The reaction mixture is allowed to cool to room temperature, quenched with 4M HCl in dioxane (500 μL) and is concentrated. The resulting residue is purified by flash chromatography with 10% MeOH in dichlo... Reaction conditions: time 3 hour. Isolated yield 95.0%. The reactants are C[C@@H]1CC[C@H](CC1=O)C(=C)C ((+) dihydrocarvone), CCOCC (ether). Reaction SMILES: [CH3:1][C@H:2]1[C:7](=O)[CH2:6][C@H:5]([C:9]([CH3:11])=[CH2:10])[CH2:4][CH2:3]1.[CH3:12]COCC>>[CH3:1][CH:2]1[CH2:3][CH2:4][CH:5]([C:9]([CH3:11])=[CH2:10])[CH2:6][C:7]1=[CH2:12]. Procedure: BDAM (2.60 grams) was combined with ether (2 milliliters) and TMAL (1.0 milliliter) as described in Example 4, after which 1.50 grams of (+) dihydrocarvone were added. As in Example 4, a noticeable exotherm was observed. After 3 hours of stirring at room temperature, the reaction mixture was hydrolyzed as in Example 1. After the usual work up and column separation, 1.40 grams of 4-methyl-3-methylene-1-isopropenyl cyclohexane were isolated (95% yield). Yields the product CC1C(CC(CC1)C(=C)C)=C (4-methyl-3-methylene-1-isopropenyl cyclohexane). The reactants are [Cl-].[Li+] (lithium chloride), [BH4-].[Na+] (sodium borohydride), C(C1=CC=CC=C1)OC(=O)NCCCC[C@H](C(=O)OCC)NC(=S)NC(C)(C)C (ethyl (2R)-6-{[(benzyloxy)-carbonyl]amino}-2-{[(tert-butylamino)carbothioyl]-amino}hexanoate), [BH4-] (borohydride). The solvent is C(C)O (ethanol), O1CCCC1 (tetrahydrofuran), ClCCl.C(C)(=O)OCC (dichloromethane ethyl acetate). Conditions: temperature 20 celsius, time 16 hour. Product: C(C)(C)(C)NC(=S)N[C@H](CCCCNC(OCC1=CC=CC=C1)=O)CO (benzyl (5R)-5-{[(tert-butylamino)carbothioyl]amino}-6-hydroxyhexylcarbamate). The yield is 60.3%. RXN SMILES: [Cl-].[Li+].[BH4-].[Na+].[CH2:5]([O:12][C:13]([NH:15][CH2:16][CH2:17][CH2:18][CH2:19][C@@H:20]([NH:26][C:27]([NH:29][C:30]([CH3:33])([CH3:32])[CH3:31])=[S:28])[C:21](OCC)=[O:22])=[O:14])[C:6]1[CH:11]=[CH:10][CH:9]=[CH:8][CH:7]=1.[BH4-]>C(O)C.O1CCCC1.ClCCl.C(OCC)(=O)C>[C:30]([NH:29][C:27]([NH:26][C@@H:20]([CH2:21][OH:22])[CH2:19][CH2:18][CH2:17][CH2:16][NH:15][C:13](=[O:14])[O:12][CH2:5][C:6]1[CH:7]=[CH:8][CH:9]=[CH:10][CH:11]=1)=[S:28])([CH3:33])([CH3:32])[CH3:31] |f:0.1,2.3,8.9|. Procedure: 1.78 g of lithium chloride and then 1.6 g of sodium borohydride are added, under an inert atmosphere, to a stirred solution of 12.7 g of ethyl (2R)-6-{[(benzyloxy)-carbonyl]amino}-2-{[(tert-butylamino)carbothioyl]-amino}hexanoate in 130 cm3 of ethanol and 65 cm3 of tetrahydrofuran, cooled to between 0° C. and 5° C. After stirring for 16 hours at a temperature in the region of 20° C., a further 0.4 g of borohydride is added and the mixture is maintained at about 80° C. for 4 hours. The reaction m...